From a dataset of the Open Reaction Database (ORD), a public repository of structured organic reaction records. describe an organic reaction: reactants, conditions, products, and yield Starting materials: C(C)(=O)N1C(=NCC1)NC1=CC=NN1C (1-Acetyl-2(1-methyl-5-pyrazolyl)amino-2-imidazoline), Cl (HCl), hydrochloride salt. Run in CO (methanol). Yields the product Cl.CN1N=CC=C1NC=1NCCN1 (2(1-methyl-5-pyrazolyl) amino-2-imidazoline hydrochloride). As a reaction SMILES: C([N:4]1[CH2:8][CH2:7][N:6]=[C:5]1[NH:9][C:10]1[N:14]([CH3:15])[N:13]=[CH:12][CH:11]=1)(=O)C.[ClH:16]>CO>[ClH:16].[CH3:15][N:14]1[C:10]([NH:9][C:5]2[NH:6][CH2:7][CH2:8][N:4]=2)=[CH:11][CH:12]=[N:13]1 |f:3.4|. Procedure: 1-Acetyl-2(1-methyl-5-pyrazolyl)amino-2-imidazoline (37.4 g.) was treated with HCl in methanol as described in Example II to give 25.9 g. product mp 204-208 which was converted to the hydrochloride salt mp 187°-189°.